This data is from the Open Reaction Database (ORD), a public repository of structured organic reaction records. The task is: describe an organic reaction: reactants, conditions, products, and yield Reactants: C(C)OC1=C(C(=O)O)C(=CC=C1)CCCCCCCCCCCCCCC (2-Ethoxy-6-pentadecylbenzoic Acid), S(=O)(Cl)Cl (thionyl chloride), CN(C=O)C (N,N-dimethylformamide). Run in CCCCCC (hexane). Product: C(C)OC1=C(C(=O)Cl)C(=CC=C1)CCCCCCCCCCCCCCC (2-Ethoxy-6-pentadecylbenzoyl Chloride). As a reaction SMILES: [CH2:1]([O:3][C:4]1[CH:12]=[CH:11][CH:10]=[C:9]([CH2:13][CH2:14][CH2:15][CH2:16][CH2:17][CH2:18][CH2:19][CH2:20][CH2:21][CH2:22][CH2:23][CH2:24][CH2:25][CH2:26][CH3:27])[C:5]=1[C:6](O)=[O:7])[CH3:2].S(Cl)([Cl:30])=O.CN(C)C=O>CCCCCC>[CH2:1]([O:3][C:4]1[CH:12]=[CH:11][CH:10]=[C:9]([CH2:13][CH2:14][CH2:15][CH2:16][CH2:17][CH2:18][CH2:19][CH2:20][CH2:21][CH2:22][CH2:23][CH2:24][CH2:25][CH2:26][CH3:27])[C:5]=1[C:6]([Cl:30])=[O:7])[CH3:2]. Procedure details: To a stirred solution of 2-Ethoxy-6-pentadecylbenzoic Acid (6.5 g, 16 mmol) in hexane (60 mL) were added thionyl chloride (2.5 g, 21 mmol) and N,N-dimethylformamide (0.5 mL). The reaction mixture was heated to reflux for 1 h After the reaction was complete, the solvent was evaporated under reduced pressure to yield the desired 2-Ethoxy-6-pentadecylbenzoyl Chloride, which was redissolved in dichloromethane (50 mL) and used for the condensation with anilides.